Dataset: the Open Reaction Database (ORD), a public repository of structured organic reaction records. Task: describe an organic reaction: reactants, conditions, products, and yield Starting materials: CC(C)(C)OC(=O)N1CCN(c2cc(Cl)cc(C(=O)Nc3ccc(Cl)cn3)c2[N+](=O)[O-])CC1, c1ccncc1. The product is CC(C)(C)OC(=O)N1CCN(c2cc(Cl)cc(C(=O)Nc3ccc(Cl)cn3)c2N)CC1. As a reaction SMILES: [Cl:1][c:2]1[cH:3][cH:4][c:5]([NH:8][C:9]([c:10]2[c:11]([N+:30]([O-:31])=[O:32])[c:12]([N:17]3[CH2:18][CH2:19][N:20]([C:23](=[O:24])[O:25][C:26]([CH3:27])([CH3:28])[CH3:29])[CH2:21][CH2:22]3)[cH:13][c:14]([Cl:16])[cH:15]2)=[O:33])[n:6][cH:7]1.[cH:34]1[cH:35][cH:36][n:37][cH:38][cH:39]1>>[Cl:1][c:2]1[cH:3][cH:4][c:5]([NH:8][C:9]([c:10]2[c:11]([NH2:30])[c:12]([N:17]3[CH2:18][CH2:19][N:20]([C:23](=[O:24])[O:25][C:26]([CH3:27])([CH3:28])[CH3:29])[CH2:21][CH2:22]3)[cH:13][c:14]([Cl:16])[cH:15]2)=[O:33])[n:6][cH:7]1. Reaction SMILES: [CH2:1]([CH2:2][CH2:3][CH2:4][CH2:5][CH2:6][CH2:7][CH3:8])[c:9]1[cH:10][cH:11][c:12]([N:15]2[CH2:16][CH2:17][N:18]([C:21]([O:22][C:23]([CH3:24])([CH3:25])[CH3:26])=[O:27])[CH2:19][CH2:20]2)[cH:13][cH:14]1.[CH3:38][CH2:39][OH:40].[Cl:35][CH2:36][Cl:37].[F:28][C:29]([C:30](=[O:31])[OH:32])([F:33])[F:34]>>[CH2:1]([CH2:2][CH2:3][CH2:4][CH2:5][CH2:6][CH2:7][CH3:8])[c:9]1[cH:10][cH:11][c:12]([N:15]2[CH2:16][CH2:17][NH:18][CH2:19][CH2:20]2)[cH:13][cH:14]1.[F:28][C:29]([C:30](=[O:31])[OH:32])([F:33])[F:34]. The reactants are CCCCCCCCc1ccc(N2CCN(C(=O)OC(C)(C)C)CC2)cc1, CCO, ClCCl, O=C(O)C(F)(F)F. Yields the product CCCCCCCCc1ccc(N2CCNCC2)cc1, O=C(O)C(F)(F)F.